This data is from the Open Reaction Database (ORD), a public repository of structured organic reaction records. The task is: describe an organic reaction: reactants, conditions, products, and yield Starting materials: [H-].[Na+] (sodium hydride), C(C)I (ethyl iodide), [H-].[Na+] (sodium hydride), C(C1=CC=CC=C1)(=O)C1=CC(=CN1)C(=O)OCC (Ethyl 5-benzoylpyrrole-3-carboxylate), C(C)I (Ethyl iodide), [H-].[Na+] (sodium hydride), C(C)I (ethyl iodide), C(C)I (ethyl iodide), O1CCCC1 (tetrahydrofuran), [H-].[Na+] (sodium hydride). The solvent is O (water). Run at time 0.5 hour. The product is C(C)N1C=C(C=C1C(C1=CC=CC=C1)=O)C(=O)OCC (ethyl 1-ethyl-5-benzoylpyrrole-3-carboxylate). Reaction SMILES: [C:1]([C:9]1[NH:13][CH:12]=[C:11]([C:14]([O:16][CH2:17][CH3:18])=[O:15])[CH:10]=1)(=[O:8])[C:2]1[CH:7]=[CH:6][CH:5]=[CH:4][CH:3]=1.O1CC[CH2:21][CH2:20]1.[H-].[Na+].C(I)C>O>[CH2:20]([N:13]1[C:9]([C:1](=[O:8])[C:2]2[CH:3]=[CH:4][CH:5]=[CH:6][CH:7]=2)=[CH:10][C:11]([C:14]([O:16][CH2:17][CH3:18])=[O:15])=[CH:12]1)[CH3:21] |f:2.3|. Reported procedure: Ethyl 5-benzoylpyrrole-3-carboxylate (0.973 g., 4 mmoles) was dissolved in 40 ml. of dry tetrahydrofuran. To the stirred solution, under nitrogen, there was added sodium hydride dispersion in oil (57%, 0.173 g., 4 mmoles), and the mixture was stirred for 0.5 hour. Ethyl iodide (1.25 g., 8 mmoles) was added and stirring continued for 6 hours. Additional sodium hydride (0.17 g.) and ethyl iodide (1.25 g.) was added and reflux continued for an additional 104 hours. Like quantities of sodium hydride...